From a dataset of the Open Reaction Database (ORD), a public repository of structured organic reaction records. describe an organic reaction: reactants, conditions, products, and yield Procedure details: To a stirred solution of 6-chloro-2-fluoro-9H-purine (prepared according to Gray, N. S.; Kwon, S.; Schultz, P. G. Tetrahedron Lett 1997, 38, 1161-1164; 0.4 g, 2.31 mmol) in BunOH (25 mL) under Ar, cooled to 0° C., was added Pri2NEt (1.13 mL, 6.49 mmol) followed by 2-(aminomethyl)pyridine (0.48 mL, 4.66 mmol). The reaction mixture was stirred at 0° C. for 3 h, and then allowed to return to RT over 30 min. and stirred at this temperature for 1 h, when TLC (9:1 CHCl3/MeOH) indicated that the reacti... Run at temperature 0 celsius, time 3 hour. Starting materials: ClC1=C2N=CNC2=NC(=N1)F (6-chloro-2-fluoro-9H-purine), NCC1=NC=CC=C1 (2-(aminomethyl)pyridine). Yield: 70.9%. Run in C(Cl)(Cl)Cl.CO (CHCl3 MeOH). RXN SMILES: Cl[C:2]1[N:10]=[C:9]([F:11])[N:8]=[C:7]2[C:3]=1[N:4]=[CH:5][NH:6]2.[NH2:12][CH2:13][C:14]1[CH:19]=[CH:18][CH:17]=[CH:16][N:15]=1>C(Cl)(Cl)Cl.CO>[F:11][C:9]1[N:8]=[C:7]2[C:3]([N:4]=[CH:5][NH:6]2)=[C:2]([NH:12][CH2:13][C:14]2[CH:19]=[CH:18][CH:17]=[CH:16][N:15]=2)[N:10]=1 |f:2.3|. Yields the product FC1=NC(=C2N=CNC2=N1)NCC1=NC=CC=C1 ((2-Fluoro-9H-purin-6-yl)-pyridin-2-ylmethyl-amine). Starting materials: ClC1=CC=C(C#N)C=C1 (4-chlorobenzonitrile), CNC1=CC=CC=C1 (N-methylaniline), C(C)(C)(C)P(C(C)(C)C)C(C)(C)C (tri-t-butylphosphine). The reagents and catalysts are C=1C=CC(=CC1)/C=C/C(=O)/C=C/C2=CC=CC=C2.C=1C=CC(=CC1)/C=C/C(=O)/C=C/C2=CC=CC=C2.[Pd] (Pd(dba)2). Solvent: C1(=CC=CC=C1)C (toluene). Reaction conditions: time 12 hour. Product: C(#N)C1=CC=C(C=C1)N(C1=CC=CC=C1)C (N-(4-cyanophenyl)-N-methylaniline). Yield: 91.7%. Reaction SMILES: Cl[C:2]1[CH:9]=[CH:8][C:5]([C:6]#[N:7])=[CH:4][CH:3]=1.[CH3:10][NH:11][C:12]1[CH:17]=[CH:16][CH:15]=[CH:14][CH:13]=1.C(P(C(C)(C)C)C(C)(C)C)(C)(C)C>C1(C)C=CC=CC=1.C1C=CC(/C=C/C(/C=C/C2C=CC=CC=2)=O)=CC=1.C1C=CC(/C=C/C(/C=C/C2C=CC=CC=2)=O)=CC=1.[Pd]>[C:6]([C:5]1[CH:8]=[CH:9][C:2]([N:11]([CH3:10])[C:12]2[CH:17]=[CH:16][CH:15]=[CH:14][CH:13]=2)=[CH:3][CH:4]=1)#[N:7] |f:4.5.6|. Procedure details: The above general procedure was followed using 4-chlorobenzonitrile (137 mg, 1.00 mmol) and N-methylaniline (107 mg, 1.00 mmol) with 1 mol % Pd(dba)2 and 0.8 mol % tri-t-butylphosphine in 1.0 mL of toluene. After 12 hours, the reaction mixture was adsorbed onto silica gel and chromatographed with 10% ethyl acetate/hexanes to give 191 mg (92%) of N-(4-cyanophenyl)-N-methylaniline. Reactants: BrC1=C(C(=CC(=C1)F)[N+](=O)[O-])N (2-Bromo-4-fluoro-6-nitrophenylamine), CN(C)C=O (DMF). Reagents/catalysts: [C-]#N.[Zn+2].[C-]#N (zinc cyanide), [Pd].C1(=CC=CC=C1)P(C1=CC=CC=C1)C1=CC=CC=C1.C1(=CC=CC=C1)P(C1=CC=CC=C1)C1=CC=CC=C1.C1(=CC=CC=C1)P(C1=CC=CC=C1)C1=CC=CC=C1.C1(=CC=CC=C1)P(C1=CC=CC=C1)C1=CC=CC=C1 (tetrakis(triphenylphosphine) palladium). Yields the product NC1=C(C#N)C=C(C=C1[N+](=O)[O-])F (2-amino-5-fluoro-3-nitrobenzonitrile). As a reaction SMILES: Br[C:2]1[CH:7]=[C:6]([F:8])[CH:5]=[C:4]([N+:9]([O-:11])=[O:10])[C:3]=1[NH2:12].[CH3:13][N:14](C=O)C>[C-]#N.[Zn+2].[C-]#N.[Pd].C1(P(C2C=CC=CC=2)C2C=CC=CC=2)C=CC=CC=1.C1(P(C2C=CC=CC=2)C2C=CC=CC=2)C=CC=CC=1.C1(P(C2C=CC=CC=2)C2C=CC=CC=2)C=CC=CC=1.C1(P(C2C=CC=CC=2)C2C=CC=CC=2)C=CC=CC=1>[NH2:12][C:3]1[C:4]([N+:9]([O-:11])=[O:10])=[CH:5][C:6]([F:8])=[CH:7][C:2]=1[C:13]#[N:14] |f:2.3.4,5.6.7.8.9|. Procedure: A suspension of EXAMPLE 45A (22.7 g), zinc cyanide (22.6 g) and tetrakis(triphenylphosphine) palladium (7.78 g) in anhydrous DMF (300 mL) was heated at 80° C. for 22 hours. After cooling, the reaction mixture was partitioned between ethyl acetate (500 mL) and brine (500 mL). The organic phase was washed with water and concentrated. Recrystallization of the concentrate from methanol provided EXAMPLE 45B. Starting materials: [Br-], C[Mg+], [Cl-], [NH4+], CCCc1c(Cc2ccc(-c3ccccc3C#N)cc2)c(=O)n(C2CCC(OCC(C)=O)CC2)c2ncnn12, C1CCOC1, C1CCOC1. Yields the product CCCc1c(Cc2ccc(-c3ccccc3C#N)cc2)c(=O)n(C2CCC(OCC(C)(C)O)CC2)c2ncnn12. Reaction SMILES: [Br-:45].[CH3:46][Mg+:47].[Cl-:53].[NH4+:54].[O:1]=[c:2]1[n:3]([CH:29]2[CH2:30][CH2:31][CH:32]([O:35][CH2:36][C:37]([CH3:38])=[O:39])[CH2:33][CH2:34]2)[c:4]2[n:5]([c:6]([CH2:23][CH2:24][CH3:25])[c:7]1[CH2:8][c:9]1[cH:10][cH:11][c:12](-[c:15]3[c:16]([C:21]#[N:22])[cH:17][cH:18][cH:19][cH:20]3)[cH:13][cH:14]1)[n:26][cH:27][n:28]2.[O:40]1[CH2:41][CH2:44][CH2:43][CH2:42]1.[O:48]1[CH2:49][CH2:50][CH2:51][CH2:52]1>>[O:1]=[c:2]1[n:3]([CH:29]2[CH2:30][CH2:31][CH:32]([O:35][CH2:36][C:37]([CH3:38])([OH:39])[CH3:41])[CH2:33][CH2:34]2)[c:4]2[n:5]([c:6]([CH2:23][CH2:24][CH3:25])[c:7]1[CH2:8][c:9]1[cH:10][cH:11][c:12](-[c:15]3[c:16]([C:21]#[N:22])[cH:17][cH:18][cH:19][cH:20]3)[cH:13][cH:14]1)[n:26][cH:27][n:28]2. Reactants: COC(C1=CC=C(C=C1)NCC)=O (4-(ethylamino)benzoic acid methyl ester), C(CO)Cl (ethylene chlorohydrine), C(C)(C)N(CC)C(C)C (diisopropyl ethyl amine), O (water). Solvent: C(C)(=O)OCC (ethyl acetate). Yields the product COC(C1=CC=C(C=C1)N(CCO)CC)=O (N-ethyl-N-(2-hydroxyethyl)-4-aminobenzoic acid methyl ester). As a reaction SMILES: [CH3:1][O:2][C:3](=[O:13])[C:4]1[CH:9]=[CH:8][C:7]([NH:10][CH2:11][CH3:12])=[CH:6][CH:5]=1.[CH2:14](Cl)[CH2:15]O.C(N(C(C)C)CC)(C)C.[OH2:27]>C(OCC)(=O)C>[CH3:1][O:2][C:3](=[O:13])[C:4]1[CH:9]=[CH:8][C:7]([N:10]([CH2:14][CH3:15])[CH2:11][CH2:12][OH:27])=[CH:6][CH:5]=1. Procedure: A mixture of 15 g (84 mmol) of 4-(ethylamino)benzoic acid methyl ester, 15 mL (0.224 mol) of ethylene chlorohydrine and 14.5 mL (84 mmol) of diisopropyl ethyl amine was refluxed for 5 hours. During the reflux, the temperature rose from 105° C. to 140° C. The reaction mixture was allowed to cool down to room temperature and 100 mL of water and 250 mL of ethyl acetate was added. After extraction, the organic fraction was isolated, washed 3 times with 50 mL of water, once with 50 mL of brine and dr... Conditions: time 2.5 hour. Starting materials: aqueous solution, [OH-].[Li+] (lithium hydroxide), COC(=O)C=1C2=C(N=C(C1)Cl)NC=C2 (6-chloro-1H-pyrrolo[2,3-b]pyridine-4-carboxylic acid methyl ester), Cl (hydrochloric acid). Reported procedure: In a 100 ml round-bottomed flask, 7.5 ml of a 1M aqueous solution of lithium hydroxide are added, at ambient temperature, to a suspension of 527 mg of 6-chloro-1H-pyrrolo[2,3-b]pyridine-4-carboxylic acid methyl ester obtained according to the preceding stage, in 15 ml of methanol. After stirring for 2.5 hours at ambient temperature, 7.5 ml of 1N hydrochloric acid are added dropwise. After stirring for ½ hour, the solid is filtered off, washed with 25 ml of water and dried. 475 mg of 6-chloro-1H-... Run in CO (methanol). Yields the product ClC=1C=C(C2=C(N1)NC=C2)C(=O)O (6-chloro-1H-pyrrolo[2,3-b]pyridine-4-carboxylic acid). Yield: 96.6%. Reaction SMILES: [OH-].[Li+].C[O:4][C:5]([C:7]1[C:8]2[CH:16]=[CH:15][NH:14][C:9]=2[N:10]=[C:11]([Cl:13])[CH:12]=1)=[O:6].Cl>CO>[Cl:13][C:11]1[CH:12]=[C:7]([C:5]([OH:6])=[O:4])[C:8]2[CH:16]=[CH:15][NH:14][C:9]=2[N:10]=1 |f:0.1|. The reactants are C(C)(C)(C)OC(=O)N1C[C@H](CC1)C=O ((S)-3-Formylpyrrolidine-1-carboxylic acid t-butyl ester), [NH4+].[Cl-] (NH4Cl), C1CCOC1 (THF), CCC(CC)[Mg]Br (3-Pentylmagnesium bromide), CCOCC (ether). Reaction conditions: temperature -78 celsius. The product is C(C)(C)(C)OC(=O)N1C[C@H](CC1)[C@@H](C(CC)CC)O ((S)-3-((R)-2-Ethyl-1-hydroxybutyl)pyrrolidine-1-carboxylic Acid t-Butyl Ester). As a reaction SMILES: [C:1]([O:5][C:6]([N:8]1[CH2:12][CH2:11][C@H:10]([CH:13]=[O:14])[CH2:9]1)=[O:7])([CH3:4])([CH3:3])[CH3:2].C1COCC1.[CH3:20][CH2:21][CH:22]([Mg]Br)[CH2:23][CH3:24].CCOCC.[NH4+].[Cl-]>>[C:1]([O:5][C:6]([N:8]1[CH2:12][CH2:11][C@H:10]([C@H:13]([OH:14])[CH:22]([CH2:23][CH3:24])[CH2:21][CH3:20])[CH2:9]1)=[O:7])([CH3:4])([CH3:3])[CH3:2] |f:4.5|. Reported procedure: (S)-3-Formylpyrrolidine-1-carboxylic acid t-butyl ester (0.8 g, 3.8 mmol;) and THF (8 mL, 90 mmol) were combined under nitrogen, and the resulting solution was cooled to −78° C. 2M 3-Pentylmagnesium bromide in ether (4.70 mL, 9.4 mmol) was then added dropwise over 1 hour. The mixture was allowed to warm to room temperature slowly overnight. Then aqueous saturated NH4Cl (5 mL) was added dropwise to quench the reaction. The resulting mixture was extracted with EtOAc (2×25 mL), and the combined org...